Task: describe an organic reaction: reactants, conditions, products, and yield. Dataset: the Open Reaction Database (ORD), a public repository of structured organic reaction records Reactants: C(C)C1(NC(CCC1C)(C)CC)C (2,6-diethyl-2,3,6-trimethylpiperidine), Cl (hydrochloric acid), C1CO1 (ethylene oxide). Solvent: CO (methanol). Conditions: temperature 100 celsius. Product: OCCN1C(C(CCC1(C)CC)C)(C)CC (1-(2-hydroxyethyl)-2,6-diethyl-2,3,6-trimethylpiperidine). RXN SMILES: [CH2:1]([C:3]1([CH3:13])[CH:8]([CH3:9])[CH2:7][CH2:6][C:5]([CH2:11][CH3:12])([CH3:10])[NH:4]1)[CH3:2].Cl.[CH2:15]1[O:17][CH2:16]1>CO>[OH:17][CH2:16][CH2:15][N:4]1[C:5]([CH2:11][CH3:12])([CH3:10])[CH2:6][CH2:7][CH:8]([CH3:9])[C:3]1([CH2:1][CH3:2])[CH3:13]. Reported procedure: An autoclave is filled with 36.6 g 2,6-diethyl-2,3,6-trimethylpiperidine, 150 ml of methanol and 1 ml conc. hydrochloric acid. 11 g of ethylene oxide are added under a pressure of 2 atmospheres and the autoclave is heated to 100° C. for 24 hours. The methanol is distilled off and the residue is purified by fractional distillation which yields 1-(2-hydroxyethyl)-2,6-diethyl-2,3,6-trimethylpiperidine (Compound No. 8) boiling at 106° C./0.1 mm Hg. The reactants are CCOc1ncccc1C1=NC(c2ccc(Cl)cc2)C(c2ccc(Cl)cc2)N1C(=O)Cl, O=C(CN1CCNCC1)N1CCOCC1. Product: CCOc1ncccc1C1=NC(c2ccc(Cl)cc2)C(c2ccc(Cl)cc2)N1C(=O)N1CCN(CC(=O)N2CCOCC2)CC1. Reaction SMILES: [Cl:1][c:2]1[cH:3][cH:4][c:5]([CH:8]2[N:9]=[C:10]([c:23]3[c:24]([O:29][CH2:30][CH3:31])[n:25][cH:26][cH:27][cH:28]3)[N:11]([C:20](=[O:21])[Cl:22])[CH:12]2[c:13]2[cH:14][cH:15][c:16]([Cl:19])[cH:17][cH:18]2)[cH:6][cH:7]1.[O:32]1[CH2:33][CH2:34][N:35]([C:38]([CH2:39][N:40]2[CH2:41][CH2:42][NH:43][CH2:44][CH2:45]2)=[O:46])[CH2:36][CH2:37]1>>[Cl:1][c:2]1[cH:3][cH:4][c:5]([CH:8]2[N:9]=[C:10]([c:23]3[c:24]([O:29][CH2:30][CH3:31])[n:25][cH:26][cH:27][cH:28]3)[N:11]([C:20](=[O:21])[N:43]3[CH2:42][CH2:41][N:40]([CH2:39][C:38]([N:35]4[CH2:34][CH2:33][O:32][CH2:37][CH2:36]4)=[O:46])[CH2:45][CH2:44]3)[CH:12]2[c:13]2[cH:14][cH:15][c:16]([Cl:19])[cH:17][cH:18]2)[cH:6][cH:7]1. As a reaction SMILES: [F:1][C:2]([F:27])([F:26])[C@H:3]1[CH2:8][CH2:7][C@H:6]([NH:9][C:10](=[O:25])[C:11]2[CH:16]=[C:15]([NH2:17])[C:14]([N+:18]([O-])=O)=[CH:13][C:12]=2[O:21][CH:22]([F:24])[F:23])[CH2:5][CH2:4]1.C1COCC1.[Cl:33][C:34]1[C:47]([N:48]=[C:49]=S)=[C:46]([Cl:51])[CH:45]=[CH:44][C:35]=1[CH2:36][NH:37][C:38](=[O:43])[C:39]([CH3:42])([CH3:41])[CH3:40].CC(C)N=C=NC(C)C>CC#N.[Pd]>[F:1][C:2]([F:27])([F:26])[C@H:3]1[CH2:8][CH2:7][C@H:6]([NH:9][C:10]([C:11]2[C:12]([O:21][CH:22]([F:24])[F:23])=[CH:13][C:14]3[NH:18][C:49]([NH:48][C:47]4[C:46]([Cl:51])=[CH:45][CH:44]=[C:35]([CH2:36][NH:37][C:38](=[O:43])[C:39]([CH3:40])([CH3:41])[CH3:42])[C:34]=4[Cl:33])=[N:17][C:15]=3[CH:16]=2)=[O:25])[CH2:5][CH2:4]1. The product is FC([C@@H]1CC[C@H](CC1)NC(=O)C1=CC2=C(NC(=N2)NC2=C(C(=CC=C2Cl)CNC(C(C)(C)C)=O)Cl)C=C1OC(F)F)(F)F (N-(trans-4-Trifluoromethyl-cyclohex-1-yl)-2-{2,6-dichloro-3-[(2,2-dimethyl-propionylamino)-methyl]-phenylamino}-6-(difluoromethoxy)-1H-benzimidazole-5-carboxylic acid amide). Run in CC#N (MeCN). Conditions: time 2 hour. The reactants are CC(N=C=NC(C)C)C (DIC), FC([C@@H]1CC[C@H](CC1)NC(C1=C(C=C(C(=C1)N)[N+](=O)[O-])OC(F)F)=O)(F)F (N-(trans-4-trifluoromethyl-cyclohex-1-yl)-2-(difluoromethoxy)-5-amino-4-nitro-benzoic acid amide), C1CCOC1 (THF), ClC1=C(CNC(C(C)(C)C)=O)C=CC(=C1N=C=S)Cl (N-(2,4-dichloro-3-isothiocyanato-benzyl)-2,2-dimethyl-propionamide). Procedure details: A mixture of N-(trans-4-trifluoromethyl-cyclohex-1-yl)-2-(difluoromethoxy)-5-amino-4-nitro-benzoic acid amide (70 mg, 0.176 mmol), Pd/C (15 mg) and 10 mL THF is stirred under a H2-atmosphere (3 bar) for 2 h. The crude mixture is filtered into a flask charged with N-(2,4-dichloro-3-isothiocyanato-benzyl)-2,2-dimethyl-propionamide (59 mg, 0.185 mmol) and the filter cake is washed with 40 mL THF. The mixture is stirred for 4 h at rt and overnight at 60° C. Then the reaction mixture is concentrated ... The reagents and catalysts are [Pd] (Pd/C). The reactants are NC1=CC=C(C=C1)C[C@@H](C(=O)O)NC1=C(C(C1=O)=O)NCCC ((S)-3-(4-Aminophenyl)-2-(2-propylamino-3,4-dioxocyclobut-1-enylamino)propanoic acid), O1CCOCC1 (1,4-dioxan), CCN(C(C)C)C(C)C (DIPEA), COC1=CC=C(C=C1)OC(=O)Cl (4-methoxyphenylchloroformate). Run in O (water). Run at time 12 hour. Yields the product COC1=CC=C(OC(=O)NC2=CC=C(C=C2)C[C@@H](C(=O)O)NC2=C(C(C2=O)=O)NCCC)C=C1 ((S)-3-[4-(4-Methoxyphenoxycarbonylamino)phenyl]-2-(2-propylamino-3,4-dioxocyclobut-1-enylamino]propanoic acid). Yield: 1.1%. As a reaction SMILES: [NH2:1][C:2]1[CH:7]=[CH:6][C:5]([CH2:8][C@H:9]([NH:13][C:14]2[C:17](=[O:18])[C:16](=[O:19])[C:15]=2[NH:20][CH2:21][CH2:22][CH3:23])[C:10]([OH:12])=[O:11])=[CH:4][CH:3]=1.O1CCOCC1.CCN(C(C)C)C(C)C.[CH3:39][O:40][C:41]1[CH:46]=[CH:45][C:44]([O:47][C:48](Cl)=[O:49])=[CH:43][CH:42]=1>O>[CH3:39][O:40][C:41]1[CH:46]=[CH:45][C:44]([O:47][C:48]([NH:1][C:2]2[CH:3]=[CH:4][C:5]([CH2:8][C@H:9]([NH:13][C:14]3[C:17](=[O:18])[C:16](=[O:19])[C:15]=3[NH:20][CH2:21][CH2:22][CH3:23])[C:10]([OH:12])=[O:11])=[CH:6][CH:7]=2)=[O:49])=[CH:43][CH:42]=1. Reported procedure: To the derivatised resin (5), (120 mg) was added 1,4-dioxan (4.5 ml), DIPEA (0.2 ml, 1.2 mmol), water (0.5 ml) and 4-methoxyphenylchloroformate (0.2 ml, 0.6 mmol). The solution was agitated for 12 h at RT then filtered and washed thoroughly with DCM. The resin was treated with 60% trifluoroacetic acid in DCM (1.5 ml) for 3 h with agitation and then filtered. The filtrate was evaporated in vacuo to give the crude product which was purified by preparative HPLC to afford the title compound (2 mg). The reactants are [N-]=[N+]=[N-].[Na+] (sodium azide), ClC(=CCOC1=CC(=C(OCCO)C(=C1)Cl)Cl)Cl (2-(4-(3,3-dichloroprop-2-enyloxy)-2,6-dichlorophenoxy)ethan-1-ol), TEA, CS(=O)(=O)Cl (methanesulfonyl chloride). Solvent: CS(=O)C (DMSO), O (water), C(Cl)Cl (methylene chloride), C(Cl)Cl (methylene chloride). Run at time 2 hour. The product is ClC(=CCOC1=CC(=C(C(=C1)Cl)OCCN=[N+]=[N-])Cl)Cl (4-(3,3-dichloroprop-2-enyloxy)-2,6-dichloro-1-(2-azidoethoxy)benzene). The yield is 80.3%. As a reaction SMILES: [Cl:1][C:2]([Cl:18])=[CH:3][CH2:4][O:5][C:6]1[CH:15]=[C:14]([Cl:16])[C:9]([O:10][CH2:11][CH2:12]O)=[C:8]([Cl:17])[CH:7]=1.CS(Cl)(=O)=O.[N-:24]=[N+:25]=[N-:26].[Na+]>C(Cl)Cl.CS(C)=O.O>[Cl:1][C:2]([Cl:18])=[CH:3][CH2:4][O:5][C:6]1[CH:15]=[C:14]([Cl:16])[C:9]([O:10][CH2:11][CH2:12][N:24]=[N+:25]=[N-:26])=[C:8]([Cl:17])[CH:7]=1 |f:2.3|. Reported procedure: A mixture of 1.0 gram (0.003 mole) of 2-(4-(3,3-dichloroprop-2-enyloxy)-2,6-dichlorophenoxy)ethan-1-ol, 0.33 gram (0.0033 mole) of TEA and 0.37 gram (0.0032 mole) of methanesulfonyl chloride in 10 mL of methylene chloride was stirred at ambient temperature for two hours. The reaction mixture was diluted with 25 mL of methylene chloride and was washed first with 25 mL of water followed by 10 mL of a saturated aqueous sodium chloride solution. The organic phase was dried with magnesium sulfate, fi... Reactants: O1CCCC=C1 (3,4-dihydro-2H-pyran), 207d, BrCCCCC(CO)(C)C (6-Bromo-2,2-dimethylhexanol). Reagents/catalysts: O.C1(=CC=C(C=C1)S(=O)(=O)O)C (p-toluenesulfonic acid hydrate). The solvent is C(Cl)Cl (CH2Cl2). Product: BrCCCCC(COC1OCCCC1)(C)C (2-(6-Bromo-2,2-dimethylhexyloxy)-tetrahydropyran). The yield is 82.6%. Reaction SMILES: [Br:1][CH2:2][CH2:3][CH2:4][CH2:5][C:6]([CH3:10])([CH3:9])[CH2:7][OH:8].[O:11]1[CH:16]=[CH:15][CH2:14][CH2:13][CH2:12]1>C(Cl)Cl.O.C1(C)C=CC(S(O)(=O)=O)=CC=1>[Br:1][CH2:2][CH2:3][CH2:4][CH2:5][C:6]([CH3:10])([CH3:9])[CH2:7][O:8][CH:12]1[CH2:13][CH2:14][CH2:15][CH2:16][O:11]1 |f:3.4|. Procedure: According to the procedure for the preparation of 207d, (Ackerley, N. et al. J. Med. Chem. 1995, 38, 1608-1628; Manley, P. W. et al. J. Med. Chem. 1987, 30, 1812-1818) 206c (521.0 g, 2.49 mol) was reacted with 3,4-dihydro-2H-pyran (278.0 g, 3.30 mol) and p-toluenesulfonic acid hydrate (3.13 g, 16 mmol) in CH2Cl2 (2.2 L) to yield 207c (603.0 g, 83%) as a pale-yellow oil, which was used without further purification. 1H NMR (CDCl3): δ 4.55 (t, 1H, J=3.3), 3.84 (m, 1H), 3.50 (m, 1H), 3.47 (d, 1 H , ...